Task: describe an organic reaction: reactants, conditions, products, and yield. Dataset: the Open Reaction Database (ORD), a public repository of structured organic reaction records The reactants are COC(=O)C=Cc1cc(-c2ccc(OCc3ccccc3)cc2)n(C2CCCCC2)n1, C1CCOC1, CCOCC, CO, [Li+], [OH-]. Yields the product O=C(O)C=Cc1cc(-c2ccc(OCc3ccccc3)cc2)n(C2CCCCC2)n1. As a reaction SMILES: [CH2:1]([c:2]1[cH:3][cH:4][cH:5][cH:6][cH:7]1)[O:8][c:9]1[cH:10][cH:11][c:12](-[c:15]2[cH:16][c:17]([CH:26]=[CH:27][C:28](=[O:29])[O:30][CH3:31])[n:18][n:19]2[CH:20]2[CH2:21][CH2:22][CH2:23][CH2:24][CH2:25]2)[cH:13][cH:14]1.[CH2:39]1[O:40][CH2:41][CH2:42][CH2:43]1.[CH3:34][CH2:35][O:36][CH2:37][CH3:38].[CH3:44][OH:45].[Li+:33].[OH-:32]>>[CH2:1]([c:2]1[cH:3][cH:4][cH:5][cH:6][cH:7]1)[O:8][c:9]1[cH:10][cH:11][c:12](-[c:15]2[cH:16][c:17]([CH:26]=[CH:27][C:28](=[O:29])[OH:30])[n:18][n:19]2[CH:20]2[CH2:21][CH2:22][CH2:23][CH2:24][CH2:25]2)[cH:13][cH:14]1. Reactants: C1=NC2=C(N1[C@H]3[C@@H]([C@H]4[C@H](O3)COP(=O)(O4)O)O)NC(=NC2=O)N (cGMP), BrC=1C(NN=C(C1NCC=1C=NC=CC1)OCCCC1=CC=C(C=C1)Cl)=O (4-bromo-5-(3-pyridylmethylamino)-6-(3-(4-chlorophenyl) propoxy)-3-(2H)pyridazinone), (+)-cis-5,6a,7,9,9,9a-hexahydro-2-[4-(trifluoromethyl)-phenylmethyl-5-methyl-cyclopent-4,5]imidazo[2,1-b]purin-4(3H)one, CN1C(=O)C2=C(N=C(N2)CC=3C=CC(=CC3)C(F)(F)F)N4C1=N[C@H]5[C@@H]4CCC5 (Sch-51866), [Na] (monosodium), C(C)(=O)C1=C(N(C2=CC(=CC=C12)C(=O)[O-])CC1=C(C=CC=C1)Cl)CCC (3-acetyl-1-(2-chlorobenzyl)-2-propylindole-6-carboxylate), CN1CC(=O)N2[C@@H](C1=O)CC3=C([C@H]2C4=CC5=C(C=C4)OCO5)NC6=CC=CC=C36 (GF-196960), C(C)(=O)C1=C(N(C2=CC(=CC=C12)C(=O)[O-])CC1=C(C=CC=C1)Cl)CCC (3-acetyl-1-(2-chlorobenzyl)-2-propylindole-6-carboxylate), C(CCCCC)C1=NC=2N3C(N(C(C2N1)=O)C)=N[C@H]1[C@@H]3CCC1 (cis-2-hexyl-5-methyl-3,4,5,6a,7,8,9,9a-octahydrocyclopent[4,5]-imidazo[2,1-b]purin-4-one), BrC=1C(NN=C(C1NCC1=NC=CC=C1)OCCCC1=CC=C(C=C1)Cl)=O (4-bromo-5-(pyridylmethylamino)-6-[3-(4-chlorophenyl)-propoxy]-3(2H)pyridazinone), [Na] (monosodium), O1COC2=C1C=CC(=C2)CNC2=NC(=NC1=CC=C(C=C21)Cl)N2CCC(CC2)C(=O)O (1-[4-[(1,3-benzodioxol-5-ylmethyl)arnino]-6-chloro-2-quinazolinyl]-4-piperidinecarboxylic acid), I-methyl-5(5-morpholinoacetyl-2-n-propoxyphenyl)-3-n-propyl-1,6-dihydro-7H-pyrazolo(4,3-d)pyrimidin-7-one, 1-[4-[(1,3-benzodioxol-5-ylmethyl)amiono]-6-chloro-2-quinozolinyl]-4-piperidine-carboxylic acid, CC1([C@@H](N2[C@H](S1)[C@@H](C2=O)NC(=O)[C@@H](C3=CC=C(C=C3)O)NC(=O)N4CCN(C4=O)/N=C/C5=CC=CO5)C(=O)O)C (furazlocillin). The product is C(C)(=O)C=1C=C(C(=NC1)OCCCC)C=1NC(C=2C(N1)=C(N(N2)C2CN(C2)CC)CC)=O (5-(5-Acetyl-2-butoxy-3-pyridinyl)-3-ethyl-2-(1-ethyl-3-azetidinyl)-2,6-dihydro-7H-pyrazolo[4,3-d]pyrimidin-7-one). RXN SMILES: C1N([C@@H]2O[C@@H]3COP(O)(O[C@H]3[C@H]2O)=O)[C:4]2[NH:18][C:19](N)=[N:20][C:21](=[O:22])[C:3]=2[N:2]=1.BrC1C(=O)NN=C(OCCCC2C=CC(Cl)=CC=2)C=1NC[C:33]1[CH:38]=[CH:37][CH:36]=[CH:35][N:34]=1.[Na].C[C:53]1(C)S[C@@H:56]2[C@H:58]([NH:61][C:62]([C@H:64](NC(N3C(=O)N(/N=C/C4OC=CC=4)CC3)=O)[C:65]3C=CC(O)=CC=3)=O)[C:59](=O)[N:55]2[C@H:54]1C(O)=O.C(C1N[C:105]2[C:104](=[O:107])N(C)C3=N[C@@H]4CCC[C@@H]4N3C=2N=1)CCCCC.C(C1C2[C:121](=[CH:122][C:123]([C:127]([O-])=[O:128])=CC=2)N(CC2C=CC=CC=2Cl)C=1CCC)(=O)C.BrC1C(=O)NN=C(OCCCC2C=CC(Cl)=CC=2)C=1NCC1C=NC=CC=1.O1C2C=CC(CNC3C4C(=CC=C(Cl)C=4)N=C(N4CCC(C(O)=O)CC4)N=3)=CC=2OC1.CN1C(=O)[C@H]2CC3C4C(=CC=CC=4)NC=3[C@@H](C3C=CC4OCOC=4C=3)N2C(=O)C1.CN1C2=N[C@@H]3CCC[C@@H]3N2C2N=C(CC3C=CC(C(F)(F)F)=CC=3)NC=2C1=O>>[C:104]([C:36]1[CH:37]=[C:38]([C:19]2[NH:20][C:21](=[O:22])[C:3]3[C:4](=[C:62]([CH2:64][CH3:65])[N:61]([CH:58]4[CH2:59][N:55]([CH2:54][CH3:53])[CH2:56]4)[N:2]=3)[N:18]=2)[C:33]([O:128][CH2:127][CH2:123][CH2:122][CH3:121])=[N:34][CH:35]=1)(=[O:107])[CH3:105] |^1:50|. Reported procedure: Still other type cGMP PDE5 inhibitors useful in conjunction with the present invention include:4-bromo-5-(pyridylmethylamino)-6-[3-(4-chlorophenyl)-propoxy]-3(2H)pyridazinone; 1-[4-[(1,3-benzodioxol-5-ylmethyl)amiono]-6-chloro-2-quinozolinyl]-4-piperidine-carboxylic acid, monosodium salt; (+)-cis-5,6a,7,9,9,9a-hexahydro-2-[4-(trifluoromethyl)-phenylmethyl-5-methyl-cyclopent-4,5]imidazo[2,1-b]purin-4(3H)one; furazlocillin; cis-2-hexyl-5-methyl-3,4,5,6a,7,8,9,9a-octahydrocyclopent[4,5]-imidazo[2,1... Starting materials: C(C1=CC=CC=C1)(C1=CC=CC=C1)=NC1=NC2=CC(=CC=C2C(=C1)Cl)SC=1C=C(C=CC1)C1(CCOCC1)C#N (4-{3-[2-(Benzhydrylidene-amino)-4-chloro-quinolin-7-ylsulfanyl]-phenyl}-tetrahydro-pyran-4-carbonitrile), C1(=CC=CC=C1)B(O)O (phenylboronic acid), C([O-])([O-])=O.[K+].[K+] (potassium carbonate). The reagents and catalysts are C=1C=CC(=CC1)[P](C=2C=CC=CC2)(C=3C=CC=CC3)[Pd]([P](C=4C=CC=CC4)(C=5C=CC=CC5)C=6C=CC=CC6)([P](C=7C=CC=CC7)(C=8C=CC=CC8)C=9C=CC=CC9)[P](C=1C=CC=CC1)(C=1C=CC=CC1)C=1C=CC=CC1 (Pd(PPh3)4). Solvent: O1CCOCC1 (1,4-dioxane). Reaction conditions: temperature 90 celsius. Yields the product C(C1=CC=CC=C1)(C1=CC=CC=C1)=NC1=NC2=CC(=CC=C2C(=C1)C1=CC=CC=C1)SC=1C=C(C=CC1)C1(CCOCC1)C#N (4-{3-[2-(Benzhydrylidene-amino)-4-phenyl-quinolin-7-ylsulfanyl]-phenyl}-tetrahydro-pyran-4-carbonitrile). Reaction SMILES: [C:1](=[N:14][C:15]1[CH:24]=[C:23](Cl)[C:22]2[C:17](=[CH:18][C:19]([S:26][C:27]3[CH:28]=[C:29]([C:33]4([C:39]#[N:40])[CH2:38][CH2:37][O:36][CH2:35][CH2:34]4)[CH:30]=[CH:31][CH:32]=3)=[CH:20][CH:21]=2)[N:16]=1)([C:8]1[CH:13]=[CH:12][CH:11]=[CH:10][CH:9]=1)[C:2]1[CH:7]=[CH:6][CH:5]=[CH:4][CH:3]=1.[C:41]1(B(O)O)[CH:46]=[CH:45][CH:44]=[CH:43][CH:42]=1.C(=O)([O-])[O-].[K+].[K+]>O1CCOCC1.C1C=CC([P]([Pd]([P](C2C=CC=CC=2)(C2C=CC=CC=2)C2C=CC=CC=2)([P](C2C=CC=CC=2)(C2C=CC=CC=2)C2C=CC=CC=2)[P](C2C=CC=CC=2)(C2C=CC=CC=2)C2C=CC=CC=2)(C2C=CC=CC=2)C2C=CC=CC=2)=CC=1>[C:1](=[N:14][C:15]1[CH:24]=[C:23]([C:41]2[CH:46]=[CH:45][CH:44]=[CH:43][CH:42]=2)[C:22]2[C:17](=[CH:18][C:19]([S:26][C:27]3[CH:28]=[C:29]([C:33]4([C:39]#[N:40])[CH2:38][CH2:37][O:36][CH2:35][CH2:34]4)[CH:30]=[CH:31][CH:32]=3)=[CH:20][CH:21]=2)[N:16]=1)([C:8]1[CH:13]=[CH:12][CH:11]=[CH:10][CH:9]=1)[C:2]1[CH:7]=[CH:6][CH:5]=[CH:4][CH:3]=1 |f:2.3.4,^1:65,67,86,105|. Reported procedure: 1r (100 mg, 0.18 mmol), phenylboronic acid (26 mg, 0.21 mmol), Pd(PPh3)4 (20 mg, 0.02 mmol), and potassium carbonate (50 mg, 0.36 mmol) was dissolved in 1,4-dioxane and water and degassed with N2. The mixture was heated to 90° C. until no starting material was seen by tlc analysis. The reaction was cooled to room temperature, and the aqueous layer was extracted with EtOAc. The combined organic layers were dried over MgSO4, filtered, and concentrated, and the residue was purified by silica gel ch... The reactants are resultant solution, P(=O)(O)(O)[O-].[K+] (potassium dihydrogenphosphate), P(=O)([O-])([O-])[O-].[Na+].[Na+].[Na+] (sodium phosphate), P(=O)(Cl)(Cl)Cl (Phosphorus oxychloride), CON=C(C(=O)O)C(CBr)(OCC)OCC (2-methoxyimino-3,3-diethoxy-4-bromobutyric acid). The solvent is O (water), O1CCCC1 (tetrahydrofuran), CN(C=O)C (N,N-dimethylformamide). Conditions: time 30 minute. Product: CON=C(C(=O)Cl)C(CBr)(OCC)OCC (2-methoxyimino-3,3-diethoxy-4-bromobutyryl chloride). RXN SMILES: P(Cl)(Cl)([Cl:3])=O.[CH3:6][O:7][N:8]=[C:9]([C:13]([O:19][CH2:20][CH3:21])([O:16][CH2:17][CH3:18])[CH2:14][Br:15])[C:10](O)=[O:11].P([O-])(O)(O)=O.[K+].P([O-])([O-])([O-])=O.[Na+].[Na+].[Na+]>O1CCCC1.O.CN(C)C=O>[CH3:6][O:7][N:8]=[C:9]([C:13]([O:19][CH2:20][CH3:21])([O:16][CH2:17][CH3:18])[CH2:14][Br:15])[C:10]([Cl:3])=[O:11] |f:2.3,4.5.6.7|. Procedure: Phosphorus oxychloride (1.24 ml) was added to a solution of dry N,N-dimethylformamide (1.01 ml) in dry tetrahydrofuran (2ml) at -20° C. and stirred at the same temperature for 30 minutes. To the solution was added 2-methoxyimino-3,3-diethoxy-4-bromobutyric acid (syn isomer, 3.3 g) at -20° C. and stirred at -20° to -10° C. for an hour. The resultant solution was added to a solution of potassium dihydrogenphosphate (3.63 g) and sodium phosphate (14.33 g) in water (1000 ml) and stirred under ice-co... Starting materials: CC(CCC)OC1=C(N)C=CC=C1 (2-(2-pentoxy)aniline), NC=1SC=CN1 (2-aminothiazole), CC(CCC)OC1=C(N)C=CC=C1 (2-(2-pentoxy)aniline), CC(CCC)O (2-pentanol), FC1=C(C=CC=C1)[N+](=O)[O-] (1-fluoro-2-nitrobenzene). Yields the product CC(CCC)OC1=C(C=CC=C1)[N+](=O)[O-] (2-(2-Pentoxy)-1-nitrobenzene), CC(CCC)OC1=C(C=CC=C1)N(C(=O)N)C=1SC=CN1 (N-[2-(2-pentoxy)phenyl]-N-(thiazol-2-yl)urea). Yield: 62.0%. Reaction SMILES: [CH3:1][CH:2]([OH:6])[CH2:3][CH2:4][CH3:5].F[C:8]1[CH:13]=[CH:12][CH:11]=[CH:10][C:9]=1[N+:14]([O-:16])=[O:15].[CH3:17][CH:18]([O:22][C:23]1[CH:29]=[CH:28][CH:27]=[CH:26][C:24]=1[NH2:25])[CH2:19][CH2:20][CH3:21].N[C:31]1[S:32][CH:33]=[CH:34][N:35]=1>>[CH3:1][CH:2]([O:6][C:8]1[CH:13]=[CH:12][CH:11]=[CH:10][C:9]=1[N+:14]([O-:16])=[O:15])[CH2:3][CH2:4][CH3:5].[CH3:17][CH:18]([O:22][C:23]1[CH:29]=[CH:28][CH:27]=[CH:26][C:24]=1[N:25]([C:31]1[S:32][CH:33]=[CH:34][N:35]=1)[C:2]([NH2:14])=[O:6])[CH2:19][CH2:20][CH3:21]. Procedure: 2-(2-Pentoxy)-1-nitrobenzene (387 mg, 74%) was prepared from 2-pentanol (0.27 ml, 2.5 mmol) and 1-fluoro-2-nitrobenzene (0.36 g, 2.5 mmol) following the general procedure G. This was reduced to 2-(2-pentoxy)aniline (0.26 g, 79%) following general procedure B. N-[2-(2-pentoxy)phenyl]-N-(thiazol-2-yl)urea (280 mg, 62%) was prepared from 2-(2-pentoxy)aniline (0.25 g, 1.5 mmol) and 2-aminothiazole (150 mg, 1.5 mmol) following the general procedure D. Starting materials: COC(=O)C1CC(=O)N(c2ccc(O)cc2)C1, CC(=O)[O-], CC(=O)[O-], CC1CCCCC1, [Mg+2], [Na+], [OH-]. As a reaction SMILES: [CH3:1][O:2][C:3](=[O:4])[CH:5]1[CH2:6][N:7]([c:11]2[cH:12][cH:13][c:14]([OH:17])[cH:15][cH:16]2)[C:8](=[O:10])[CH2:9]1.[CH3:21][C:22](=[O:23])[O-:24].[CH3:25][C:26](=[O:27])[O-:28].[CH3:29][CH:30]1[CH2:31][CH2:32][CH2:33][CH2:34][CH2:35]1.[Mg+2:20].[Na+:19].[OH-:18]>>[O:2]=[C:3]([OH:4])[CH:5]1[CH2:6][N:7]([c:11]2[cH:12][cH:13][c:14]([OH:17])[cH:15][cH:16]2)[C:8](=[O:10])[CH2:9]1. Product: O=C(O)C1CC(=O)N(c2ccc(O)cc2)C1. The reactants are C=CCBr, C1CCOC1, C[Si](C)(C)[N-][Si](C)(C)C, CCC(C(=O)OC(C)(C)C)N1C(=O)CCC(c2cccc(Cl)c2)C1c1ccc(Cl)cc1, [Li+]. The product is C=CCC1CC(c2cccc(Cl)c2)C(c2ccc(Cl)cc2)N(C(CC)C(=O)OC(C)(C)C)C1=O. RXN SMILES: [CH2:32]([CH:33]=[CH2:34])[Br:35].[CH2:46]1[O:47][CH2:48][CH2:49][CH2:50]1.[CH3:36][Si:37]([N-:38][Si:39]([CH3:40])([CH3:41])[CH3:42])([CH3:43])[CH3:44].[Cl:1][c:2]1[cH:3][c:4]([CH:8]2[CH:9]([c:25]3[cH:26][cH:27][c:28]([Cl:31])[cH:29][cH:30]3)[N:10]([CH:15]([C:16](=[O:17])[O:18][C:19]([CH3:20])([CH3:21])[CH3:22])[CH2:23][CH3:24])[C:11](=[O:14])[CH2:12][CH2:13]2)[cH:5][cH:6][cH:7]1.[Li+:45]>>[Cl:1][c:2]1[cH:3][c:4]([CH:8]2[CH:9]([c:25]3[cH:26][cH:27][c:28]([Cl:31])[cH:29][cH:30]3)[N:10]([CH:15]([C:16](=[O:17])[O:18][C:19]([CH3:20])([CH3:21])[CH3:22])[CH2:23][CH3:24])[C:11](=[O:14])[CH:12]([CH2:34][CH:33]=[CH2:32])[CH2:13]2)[cH:5][cH:6][cH:7]1.